From a dataset of the Open Reaction Database (ORD), a public repository of structured organic reaction records. describe an organic reaction: reactants, conditions, products, and yield The reactants are CN(C(OC(C)(C)C)=O)CC=O (tert-butyl methyl(2-oxoethyl)carbamate), C(C)(=O)O[BH-](OC(C)=O)OC(C)=O.[Na+] (sodium triacetoxyborohydride), [N+](=O)([O-])C1=CC2=C(OCCN2)C=C1 (6-nitro-3,4-dihydro-2H-benzo[b][1,4]oxazine). The solvent is ClCCCl (DCE), C(C)(=O)O (acetic acid), C(C)(=O)O (acetic acid). Reaction conditions: time 18 hour. The product is CN(C(OC(C)(C)C)=O)CCN1C2=C(OCC1)C=CC(=C2)[N+](=O)[O-] (tert-Butyl methyl(2-(6-nitro-2H-benzo[b][1,4]oxazin-4(3H)-yl)ethyl)carbamate), residue. The yield is 34.7%. Reaction SMILES: [CH3:1][N:2]([CH2:10][CH:11]=O)[C:3](=[O:9])[O:4][C:5]([CH3:8])([CH3:7])[CH3:6].[N+:13]([C:16]1[CH:25]=[CH:24][C:19]2[O:20][CH2:21][CH2:22][NH:23][C:18]=2[CH:17]=1)([O-:15])=[O:14].C(O[BH-](OC(=O)C)OC(=O)C)(=O)C.[Na+]>C(O)(=O)C.ClCCCl>[CH3:1][N:2]([CH2:10][CH2:11][N:23]1[CH2:22][CH2:21][O:20][C:19]2[CH:24]=[CH:25][C:16]([N+:13]([O-:15])=[O:14])=[CH:17][C:18]1=2)[C:3](=[O:9])[O:4][C:5]([CH3:6])([CH3:7])[CH3:8] |f:2.3|. Procedure: To an oven dried, argon purged flask fitted with a magnetic stirbar was added tert-butyl methyl(2-oxoethyl)carbamate (0.135 g, 0.777 mmol), and DCE (10 mL). At this time, stirring began, and 6-nitro-3,4-dihydro-2H-benzo[b][1,4]oxazine (0.10 g, 0.555 mmol) was added, followed by acetic acid (0.064 mL, 1.110 mmol) and sodium triacetoxyborohydride (0.294 g, 1.388 mmol). The resulting mixture stirred overnight at room temperature. After 18 hours, the reaction was quenched by the addition of saturate... The reactants are [OH-].[Na+] (sodium hydroxide), C(C1=CC=CC=C1)[C@@H]1N(C(OC1)=O)C([C@@H](CC=C)C1=CC(=C(C=C1)Cl)Cl)=O (4(S)-Benzyl-3-(2(S)-(3,4-dichlorophenyl)pent-4-en-1-oyl)oxazolidin-2-one), [H-].[Al+3].[Li+].[H-].[H-].[H-] (lithium aluminium hydride), O (Water), O (water). Run in O1CCCC1 (tetrahydrofuran). Reaction conditions: temperature 0 celsius, time 20 minute. The product is ClC=1C=C(C=CC1Cl)[C@H](CC=C)CO (4(S)-(3,4-dichlorophenyl)-5-hydroxypent-1-ene). Isolated yield 67.7%. As a reaction SMILES: C([C@H]1COC(=O)N1[C:14](=[O:27])[C@H:15]([C:19]1[CH:24]=[CH:23][C:22]([Cl:25])=[C:21]([Cl:26])[CH:20]=1)[CH2:16][CH:17]=[CH2:18])C1C=CC=CC=1.[H-].[Al+3].[Li+].[H-].[H-].[H-].O.[OH-].[Na+]>O1CCCC1>[Cl:26][C:21]1[CH:20]=[C:19]([C@@H:15]([CH2:14][OH:27])[CH2:16][CH:17]=[CH2:18])[CH:24]=[CH:23][C:22]=1[Cl:25] |f:1.2.3.4.5.6,8.9|. Procedure: 4(S)-Benzyl-3-(2(S)-(3,4-dichlorophenyl)pent-4-en-1-oyl)oxazolidin-2-one (30.32 g) (see Bioorganic and Medicinal Chemistry Letters, 3, 319, (1993)) was dissolved in anhydrous tetrahydrofuran (400 ml), cooled in an ice-bath and lithium aluminium hydride (5.7 g) carefully added in two portions (exothermic reaction). The mixture was stirred at 0° C. for 20 minutes and then stirred at room temperature for 1 hour before being cooled to 0° C. Water (6 ml) was carefully added followed by 2N aqueous sod... Starting materials: CCCCCN(Cc1ccc(-c2ccccc2S(=O)(=O)NC(C)(C)C)cc1)C(=O)N1CCCc2ccccc21, c1ccc2c(c1)CCCN2, Cc1ccccc1, CCN(C(C)C)C(C)C. Product: CCCCN(Cc1ccc(-c2ccccc2S(=O)(=O)NC(C)(C)C)cc1)C(=O)N1CCCc2ccccc21. As a reaction SMILES: [C:1]([CH3:2])([CH3:3])([CH3:4])[NH:5][S:6](=[O:7])(=[O:8])[c:9]1[c:10](-[c:15]2[cH:16][cH:17][c:18]([CH2:21][N:22]([C:23](=[O:24])[N:25]3[CH2:26][CH2:27][CH2:28][c:29]4[cH:30][cH:31][cH:32][cH:33][c:34]43)[CH2:35][CH2:36][CH2:37][CH2:38][CH3:39])[cH:19][cH:20]2)[cH:11][cH:12][cH:13][cH:14]1.[CH2:49]1[CH2:50][c:51]2[c:52]([cH:53][cH:54][cH:55][cH:56]2)[NH:57][CH2:58]1.[CH3:59][c:60]1[cH:61][cH:62][cH:63][cH:64][cH:65]1.[CH:40]([N:41]([CH2:42][CH3:43])[CH:44]([CH3:45])[CH3:46])([CH3:47])[CH3:48]>>[C:1]([CH3:2])([CH3:3])([CH3:4])[NH:5][S:6](=[O:7])(=[O:8])[c:9]1[c:10](-[c:15]2[cH:16][cH:17][c:18]([CH2:21][N:22]([C:23](=[O:24])[N:25]3[CH2:26][CH2:27][CH2:28][c:29]4[cH:30][cH:31][cH:32][cH:33][c:34]43)[CH2:35][CH2:36][CH2:37][CH3:38])[cH:19][cH:20]2)[cH:11][cH:12][cH:13][cH:14]1. Run at time 25 minute. Yields the product CN(C)C(C1=CC=CC=C1)[Li] (dimethylaminobenzyllithium). Isolated yield 77.0%. The reactants are CN(C=1C(=CC=CC1)C)C (N,N-dimethyl-o-toluidine), C(CCC)[Li] (n-butyllithium), CCCCCC (hexane), C(C)OCC (diethyl ether), CCCCCC (hexane). As a reaction SMILES: [CH3:1][N:2](C)[C:3]1C(C)=CC=CC=1.C(OCC)C.[CH2:16]([Li:20])[CH2:17][CH2:18][CH3:19].[CH3:21][CH2:22][CH2:23]CCC>>[CH3:1][N:2]([CH:16]([Li:20])[C:17]1[CH:23]=[CH:22][CH:21]=[CH:19][CH:18]=1)[CH3:3]. Procedure details: 18 mL (0.12 mmol) of N,N-dimethyl-o-toluidine was placed in a 200 mL glass vessel, to which a mixed solvent of 50 mL of hexane and 16 mL of diethyl ether was added under a nitrogen atmosphere. 50 mL (2.6 mol/L) of a hexane solution of n-butyllithium was slowly added dropwise to the solution under stirring at room temperature over 25 minutes, and the solution was further stirred at room temperature for 45 hours. After completing the reaction, the precipitate was filtered off, and the resulting so...